This data is from the Open Reaction Database (ORD), a public repository of structured organic reaction records. The task is: describe an organic reaction: reactants, conditions, products, and yield The reactants are NC1=C(C=CC2=C1C=1C(NC(=NC1C=C2)NC(C(C)(C)C)=O)=O)Br (N-(10-Amino-9-bromo-1,2-dihydro-1-oxobenzo[f]quinazolin-3-yl)pivalamide), [OH-].[Na+] (sodium hydroxide), NC1=NC=2C=CC3=C(C2C(N1)=O)C=C(C=C3)Br (3-amino-9-bromobenzo[f]quinazolin 1(2H)-one). The product is NC1=NC=2C=CC3=C(C2C(N1)=O)C(=C(C=C3)Br)N (3,10-diamino-9-bromobenzo[f]quinazolin-1(2H)-one). As a reaction SMILES: [NH2:1][C:2]1[C:7]2[C:8]3[C:9](=[O:23])[NH:10][C:11]([NH:16]C(=O)C(C)(C)C)=[N:12][C:13]=3[CH:14]=[CH:15][C:6]=2[CH:5]=[CH:4][C:3]=1[Br:24].[OH-].[Na+].NC1NC(=O)C2C3C=C(Br)C=CC=3C=CC=2N=1>>[NH2:16][C:11]1[NH:10][C:9](=[O:23])[C:8]2[C:7]3[C:2]([NH2:1])=[C:3]([Br:24])[CH:4]=[CH:5][C:6]=3[CH:15]=[CH:14][C:13]=2[N:12]=1 |f:1.2|. Reported procedure: N-(10-Amino-9-bromo-1,2-dihydro-1-oxobenzo[f]quinazolin-3-yl)pivalamide (0.58 g, 1.5 moles) was reacted with aqueous sodium hydroxide as described for the analogous 9-bromo compound (example 2). The product was precipitated from the reaction mixture with acetic acid, filtered and washed with water to give 3,10-diamino-9-bromobenzo[f]quinazolin-1(2H)-one as a yellow solid. (0.36 g, 80%) 1H NMR (DMSO-d6, 200 MHz) δ: 6.49(br s, 2H, NH2); 6.69(br s, 2H, NH2); 7.09(d, J=8.4 Hz, 1H, Ar); 7.22(d, J=8.9... The reactants are BrC1=CC=C(C=2C[C@H](COC21)N(CCC)C(C)C)OC ((R)-8-Bromo-3-(N-isopropyl-N-propylamino)-5-methoxy-3,4-dihydro-2H-1-benzopyran), solution, [NH4+].[Cl-] (NH4Cl), C1=CC=C(C=C1)S(=O)(=O)N(F)S(=O)(=O)C2=CC=CC=C2 (N-Fluorobenzenesulfonimide), [Li]CCCC (n-BuLi), N (NH3), C(=O)([O-])[O-].[Na+].[Na+] (Na2CO3). Run in C1CCOC1 (THF), O (H2O), C1CCOC1 (THF). Run at temperature -78 celsius, time 1 hour. The product is FC1=CC=C(C=2C[C@H](COC21)N(CCC)C(C)C)OC ((R)-8-Fluoro-3-(N-isopropyl-N-propylamino)-5-methoxy-3,4-dihydro-2H-1-benzopyran). Isolated yield 52.9%. Reaction SMILES: Br[C:2]1[C:11]2[O:10][CH2:9][C@H:8]([N:12]([CH:16]([CH3:18])[CH3:17])[CH2:13][CH2:14][CH3:15])[CH2:7][C:6]=2[C:5]([O:19][CH3:20])=[CH:4][CH:3]=1.[Li]CCCC.C1C=CC(S(N(S(C2C=CC=CC=2)(=O)=O)[F:36])(=O)=O)=CC=1.[NH4+].[Cl-].C([O-])([O-])=O.[Na+].[Na+].N>C1COCC1.O>[F:36][C:2]1[C:11]2[O:10][CH2:9][C@H:8]([N:12]([CH:16]([CH3:18])[CH3:17])[CH2:13][CH2:14][CH3:15])[CH2:7][C:6]=2[C:5]([O:19][CH3:20])=[CH:4][CH:3]=1 |f:3.4,5.6.7|. Reported procedure: (R)-8-Bromo-3-(N-isopropyl-N-propylamino)-5-methoxy-3,4-dihydro-2H-1-benzopyran (2.3 g, 6.72 mmol) was dissolved in anhydrous THF (25 mL) and cooled to -78° C. To this was a 1.6M n-BuLi solution (4.83 mL, 7.73 mmol) added dropwise and allowed to stir at -78° C. for 1 h. N-Fluorobenzenesulfonimide (2.55 g, 8.06 mmol), dissolved in anhydrous THF (15 mL), was added dropwise under 20-30 min and allowed to stir at -78° C. for 4 h. The reaction was stopped by adding 1 mL of a saturated aqueous NH4Cl s... Reactants: Cl, [In], O=[N+]([O-])c1ccccc1S(=O)(=O)N1CC=CC1, C1CCOC1, O. Yields the product Nc1ccccc1S(=O)(=O)N1CC=CC1. Reaction SMILES: [ClH:19].[In:18].[N+:1]([O-:2])(=[O:3])[c:4]1[c:5]([S:10](=[O:11])(=[O:12])[N:13]2[CH2:14][CH:15]=[CH:16][CH2:17]2)[cH:6][cH:7][cH:8][cH:9]1.[O:20]1[CH2:21][CH2:22][CH2:23][CH2:24]1.[OH2:25]>>[NH2:1][c:4]1[c:5]([S:10](=[O:11])(=[O:12])[N:13]2[CH2:14][CH:15]=[CH:16][CH2:17]2)[cH:6][cH:7][cH:8][cH:9]1. Reactants: CC(=O)N1CCN(C(=O)c2nc(C(F)(F)F)n3c2CN(C(=O)CC(Cc2cc(F)c(F)cc2F)NC(=O)OC(C)(C)C)CC3)CC1, CCOC(C)=O, Cl. Yields the product Cl, CC(=O)N1CCN(C(=O)c2nc(C(F)(F)F)n3c2CN(C(=O)CC(N)Cc2cc(F)c(F)cc2F)CC3)CC1. As a reaction SMILES: [C:1]([O:2][C:3](=[O:4])[NH:7][CH:8]([CH2:9][C:10](=[O:11])[N:12]1[CH2:13][c:14]2[n:15]([c:18]([C:32]([F:33])([F:34])[F:35])[n:19][c:20]2[C:21](=[O:22])[N:23]2[CH2:24][CH2:25][N:26]([C:29]([CH3:30])=[O:31])[CH2:27][CH2:28]2)[CH2:16][CH2:17]1)[CH2:36][c:37]1[c:38]([F:45])[cH:39][c:40]([F:44])[c:41]([F:43])[cH:42]1)([CH3:5])([CH3:6])[CH3:46].[CH3:48][CH2:49][O:50][C:51](=[O:52])[CH3:53].[ClH:47]>>[ClH:47].[NH2:7][CH:8]([CH2:9][C:10](=[O:11])[N:12]1[CH2:13][c:14]2[n:15]([c:18]([C:32]([F:33])([F:34])[F:35])[n:19][c:20]2[C:21](=[O:22])[N:23]2[CH2:24][CH2:25][N:26]([C:29]([CH3:30])=[O:31])[CH2:27][CH2:28]2)[CH2:16][CH2:17]1)[CH2:36][c:37]1[c:38]([F:45])[cH:39][c:40]([F:44])[c:41]([F:43])[cH:42]1. Starting materials: ice water, C([O-])([O-])=O.[K+].[K+] (potassium carbonate), ClC1=NC=NC(=C1)Cl (4,6-dichloropyrimidine), NC1=C(C=C(C=C1[N+](=O)[O-])O)C (4-amino-3-methyl-5-nitro-phenol). Run in CN(C)C=O (DMF). Reaction conditions: temperature 50 celsius, time 6 hour. Product: ClC1=CC(=NC=N1)OC1=CC(=C(C(=C1)[N+](=O)[O-])N)C (4-(6-chloro-pyrimidin-4-yloxy)-2-methyl-6-nitro-phenylamine). As a reaction SMILES: C(=O)([O-])[O-].[K+].[K+].Cl[C:8]1[CH:13]=[C:12]([Cl:14])[N:11]=[CH:10][N:9]=1.[NH2:15][C:16]1[C:21]([N+:22]([O-:24])=[O:23])=[CH:20][C:19]([OH:25])=[CH:18][C:17]=1[CH3:26]>CN(C=O)C>[Cl:14][C:12]1[N:11]=[CH:10][N:9]=[C:8]([O:25][C:19]2[CH:20]=[C:21]([N+:22]([O-:24])=[O:23])[C:16]([NH2:15])=[C:17]([CH3:26])[CH:18]=2)[CH:13]=1 |f:0.1.2|. Procedure details: 1.66 g (12.0 mmol) potassium carbonate were added to 0.922 g (6.00 mmol) 4,6-dichloropyrimidine and 1.11 g (6.60 mmol) 4-amino-3-methyl-5-nitro-phenol in 1.5 mL DMF and the mixture was stirred for 6 h at 50° C. Then the mixture was added to ice water and extracted several times with EtOAc. The combined organic phases were dried on sodium sulphate, evaporated down and purified by flash chromatography. The product-containing fractions were combined and evaporated down. The residue was triturated w... Reactants: OC1=CC(=CC=C1)O (1,3-Dihydroxybenzene), [Na] (sodium), Cl (HCl), FC1=CC(=C(C=C1)[N+](=O)[O-])[N+](=O)[O-] (4-fluoro-1,2-dinitrobenzene), salt-ice, [H][H] (hydrogen), [H-].[Na+] (sodium hydride). Run in N1=CC=CC=C1 (pyridine). Run at temperature 50 celsius. Yields the product [N+](=O)([O-])C=1C=C(OC2=CC(=CC=C2)OC2=CC(=C(C=C2)[N+](=O)[O-])[N+](=O)[O-])C=CC1[N+](=O)[O-] (1,3-Bis(3,4-dinitrophenoxy)benzene). Isolated yield 135.4%. Reaction SMILES: [OH:1][C:2]1[CH:7]=[CH:6][CH:5]=[C:4]([OH:8])[CH:3]=1.[H-].[Na+].[H][H].[Na].F[C:15]1[CH:20]=[CH:19][C:18]([N+:21]([O-:23])=[O:22])=[C:17]([N+:24]([O-:26])=[O:25])[CH:16]=1.Cl>N1C=CC=CC=1>[N+:24]([C:17]1[CH:16]=[C:15]([CH:20]=[CH:19][C:18]=1[N+:21]([O-:23])=[O:22])[O:1][C:2]1[CH:7]=[CH:6][CH:5]=[C:4]([O:8][C:20]2[CH:15]=[CH:16][C:17]([N+:24]([O-:26])=[O:25])=[C:18]([N+:21]([O-:23])=[O:22])[CH:19]=2)[CH:3]=1)([O-:26])=[O:25] |f:1.2,^1:12|. Procedure: 1,3-Dihydroxybenzene (2.20 g, 20 mmoles) was added to a 200 ml flask equipped with a nitrogen inlet, magnetic stirrer and thermometer and containing 1.90 g of a 57 percent dispersion of sodium hydride in 100 ml of dry pyridine. After the initial evolution of hydrogen subsided, the resulting suspension of sodium recorcinate was heated at 50°C for 1 hour, and then chilled to -5°C with a salt-ice bath. Solid 4-fluoro-1,2-dinitrobenzene (9.16 g, 60 mmoles) was added all at once to the flask in the s... Starting materials: CCCCO, CCN(C(C)C)C(C)C, CC(N)c1nc2ccc(F)cc2n1-c1cccc(F)c1, N#Cc1c(N)ncnc1Cl. The product is CC(Nc1ncnc(N)c1C#N)c1nc2ccc(F)cc2n1-c1cccc(F)c1. RXN SMILES: [CH2:40]([OH:41])[CH2:42][CH2:43][CH3:44].[CH:11]([N:12]([CH2:13][CH3:14])[CH:15]([CH3:16])[CH3:17])([CH3:18])[CH3:19].[F:20][c:21]1[cH:22][cH:23][c:24]2[c:25]([n:26](-[c:32]3[cH:33][c:34]([F:38])[cH:35][cH:36][cH:37]3)[c:27]([CH:29]([CH3:30])[NH2:31])[n:28]2)[cH:39]1.[NH2:1][c:2]1[n:3][cH:4][n:5][c:6]([Cl:10])[c:7]1[C:8]#[N:9]>>[NH2:1][c:2]1[n:3][cH:4][n:5][c:6]([NH:31][CH:29]([c:27]2[n:26](-[c:32]3[cH:33][c:34]([F:38])[cH:35][cH:36][cH:37]3)[c:25]3[c:24]([cH:23][cH:22][c:21]([F:20])[cH:39]3)[n:28]2)[CH3:30])[c:7]1[C:8]#[N:9]. Starting materials: C1(CCCCC1)=NO (cyclohexanone oxime), potassium tert.amylate, C(C)(C)(CC)O (tert-amyl alcohol), C#C (acetylene). Solvent: CS(=O)C (dimethylsulfoxide). Yields the product C(=C)N1C=CC=2CCCCC12 (1-vinyl-4,5,6,7-tetrahydroindole). Yield: 94.9%. Reaction SMILES: [C:1]1(=[N:7]O)[CH2:6][CH2:5][CH2:4][CH2:3][CH2:2]1.[C:9](O)(CC)(C)[CH3:10].[CH:15]#[CH:16]>CS(C)=O>[CH:15]([N:7]1[C:1]2[CH2:6][CH2:5][CH2:4][CH2:3][C:2]=2[CH:10]=[CH:9]1)=[CH2:16]. Procedure details: 5 g of cyclohexanone oxime, 1 g of potassium tert.amylate, 125 ml of dimethylsulfoxide and 125 ml of tert-amyl alcohol are heated for a period of 3 hours at a temperature of 120° C in a one-liter rotary autoclave in the presence of a 4-fold excess of acetylene (with respect to the stoichiometric amount thereof). Maximal pressure is 29 atm. The reaction mixture is extracted with diethyl ether and distilled to give 5.6 g (94.9%) of 1-vinyl-4,5,6,7-tetrahydroindole. The reactants are NC1=C(C(=O)NC2=CC=C(C=C2)C(C)CC)C=CC=C1 (2-amino-N-(4-sec-butylphenyl)benzamide), N1(CCCCC1)C1=NC=C(C=O)C=C1 (6-(piperidin-1-yl)nicotinaldehyde), CuCl2. The solvent is CCO (EtOH). Conditions: time 8 hour. Product: C(C)(CC)C1=CC=C(C=C1)N1C(=NC2=CC=CC=C2C1=O)C=1C=NC(=CC1)N1CCCCC1 (3-(4-sec-butylphenyl)-2-(6-(piperidin-1-yl)pyridin-3-yl)quinazolin-4(3H)-one). Yield: 35.0%. As a reaction SMILES: [NH2:1][C:2]1[CH:20]=[CH:19][CH:18]=[CH:17][C:3]=1[C:4]([NH:6][C:7]1[CH:12]=[CH:11][C:10]([CH:13]([CH2:15][CH3:16])[CH3:14])=[CH:9][CH:8]=1)=[O:5].[N:21]1([C:27]2[CH:34]=[CH:33][C:30]([CH:31]=O)=[CH:29][N:28]=2)[CH2:26][CH2:25][CH2:24][CH2:23][CH2:22]1>CCO>[CH:13]([C:10]1[CH:11]=[CH:12][C:7]([N:6]2[C:4](=[O:5])[C:3]3[C:2](=[CH:20][CH:19]=[CH:18][CH:17]=3)[N:1]=[C:31]2[C:30]2[CH:29]=[N:28][C:27]([N:21]3[CH2:26][CH2:25][CH2:24][CH2:23][CH2:22]3)=[CH:34][CH:33]=2)=[CH:8][CH:9]=1)([CH2:15][CH3:16])[CH3:14]. Procedure: 2-amino-N-(4-sec-butylphenyl)benzamide (0.350 g, 1.3 mmol) and 6-(piperidin-1-yl)nicotinaldehyde (1.3 mmol) were mixed in anyhydrous EtOH (40 mL) and anyhydrous CuCl2 (0.524 g, 3.9 mmol) was added. The reaction mixture was heated at reflux for 3 hours, cooled to room temperature, and stirred overnight. The reaction mixture was concentrated, diluted with ethyl acetate (150 mL), washed with water (2×100 mL), dried (MgSO4), filtered, and concentrated. Flash chromatograph on silica gel, eluting with... Starting materials: C1COCCO1, CNCCNC, [Cl-], I[Cu]I, O=c1[nH]c(-c2ccccc2C(F)(F)F)cc2ccc(I)cc12, [K+], [K+], [K+], [NH4+], O=C1CCN1, O=P([O-])([O-])[O-]. The product is O=C1CCN1c1ccc2cc(-c3ccccc3C(F)(F)F)[nH]c(=O)c2c1. Reaction SMILES: [CH2:44]1[O:45][CH2:46][CH2:47][O:48][CH2:49]1.[CH3:36][NH:37][CH2:38][CH2:39][NH:40][CH3:41].[Cl-:42].[Cu:50]([I:51])[I:52].[I:1][c:2]1[cH:3][cH:4][c:5]2[cH:6][c:7](-[c:13]3[c:14]([C:19]([F:20])([F:21])[F:22])[cH:15][cH:16][cH:17][cH:18]3)[nH:8][c:9](=[O:12])[c:10]2[cH:11]1.[K+:33].[K+:34].[K+:35].[NH4+:43].[NH:23]1[C:24](=[O:27])[CH2:25][CH2:26]1.[P:28]([O-:29])([O-:30])([O-:31])=[O:32]>>[c:2]1([N:23]2[C:24](=[O:27])[CH2:25][CH2:26]2)[cH:3][cH:4][c:5]2[cH:6][c:7](-[c:13]3[c:14]([C:19]([F:20])([F:21])[F:22])[cH:15][cH:16][cH:17][cH:18]3)[nH:8][c:9](=[O:12])[c:10]2[cH:11]1.